From a dataset of the Open Reaction Database (ORD), a public repository of structured organic reaction records. describe an organic reaction: reactants, conditions, products, and yield Starting materials: C[O-].[Na+] (Sodium methoxide), C(C)OC(=O)C1=NN(C(=C1)C1=NC=C(C=C1)Cl)C=1N=NC(=CC1)Cl (1-(6-chloro-3-pyridazinyl)-5-(5-chloro-2-pyridyl)pyrazole-3-carboxylic acid ethyl ester). Solvent: CO (methanol). Conditions: time 15 hour. The product is ClC=1C=CC(=NC1)C1=CC(=NN1C=1N=NC(=CC1)OC)C(=O)O (5-(5-Chloro-2-pyridyl)-1-(6-methoxy-3-pyridazinyl)pyrazole-3-carboxylic acid), product. The yield is 100.0%. RXN SMILES: [CH3:1][O-:2].[Na+].C([O:6][C:7]([C:9]1[CH:13]=[C:12]([C:14]2[CH:19]=[CH:18][C:17]([Cl:20])=[CH:16][N:15]=2)[N:11]([C:21]2[N:22]=[N:23][C:24](Cl)=[CH:25][CH:26]=2)[N:10]=1)=[O:8])C>CO>[Cl:20][C:17]1[CH:18]=[CH:19][C:14]([C:12]2[N:11]([C:21]3[N:22]=[N:23][C:24]([O:2][CH3:1])=[CH:25][CH:26]=3)[N:10]=[C:9]([C:7]([OH:6])=[O:8])[CH:13]=2)=[N:15][CH:16]=1 |f:0.1|. Procedure: Sodium methoxide (150 mg) was added to the above-obtained 1-(6-chloro-3-pyridazinyl)-5-(5-chloro-2-pyridyl)pyrazole-3-carboxylic acid ethyl ester (500 mg) in methanol (10 mL), followed by stirring at room temperature for 15 hours. The reaction mixture was partitioned by use of aqueous 1N hydrochloric acid and chloroform. The organic layer was dried over sodium sulfate anhydrate, followed by filtration. The solvent was removed under reduced pressure, to thereby give the title compound as an amorp... Reactants: O1C(CCCC1)O[C@@H]1CC[C@H](CC1)CO ((+/−)-[trans-4-(tetrahydro-2H-pyran-2-yloxy)cyclohexyl]methanol), BrC1=C(C=C(C=C1)O)F (4-bromo-3-flourophenol), BrC1=CC=C(OC[C@H]2CC[C@H](CC2)OC2OCCCC2)C=C1 ((+/−)-2-({cis-4-[(4-bromophenoxy)methyl]cyclohexyl}oxy)tetrahydro-2H-pyran). Yields the product BrC1=C(C=C(OC[C@@H]2CC[C@H](CC2)OC2OCCCC2)C=C1)F ((+/−)-2-({trans-4-[(4-bromo-3-fluorophenoxy)methyl]cyclohexyl}oxy)tetrahydro-2H-pyran). Isolated yield 81.6%. As a reaction SMILES: [O:1]1[CH2:6][CH2:5][CH2:4][CH2:3][CH:2]1[O:7][C@H:8]1[CH2:13][CH2:12][C@H:11]([CH2:14][OH:15])[CH2:10][CH2:9]1.[Br:16][C:17]1[CH:22]=[CH:21][C:20](O)=[CH:19][C:18]=1[F:24].BrC1C=CC(OC[C@@H]2CC[C@H](OC3CCCCO3)CC2)=CC=1>>[Br:16][C:17]1[CH:22]=[CH:21][C:20]([O:15][CH2:14][C@H:11]2[CH2:12][CH2:13][C@H:8]([O:7][CH:2]3[CH2:3][CH2:4][CH2:5][CH2:6][O:1]3)[CH2:9][CH2:10]2)=[CH:19][C:18]=1[F:24]. Procedure: The title compound (885 mg, 81.6%) was prepared from (+/−)-[trans-4-(tetrahydro-2H-pyran-2-yloxy)cyclohexyl]methanol (600 mg, 2.80 mmol) and 4-bromo-3-flourophenol (588 mg, 3.08 mmol) by a procedure analogous to that described for (+/−)-2-({cis-4-[(4-bromophenoxy)methyl]cyclohexyl}oxy)tetrahydro-2H-pyran in Example 8, Step C. 1H NMR (400 MHz, CHLOROFORM-d) δ ppm 1.03-1.21 (m, 2H) 1.21-1.36 (m, 1H) 1.35-1.50 (m, 1H)1.49-1.66 (m, 4H)1.65-1.99 (m, 5H) 2.03-2.17 (m, 2H) 3.44-3.55 (m, 1H) 3.60 (tt, J... Yields the product Br.Br.CN(C)CC1NCCC2=CC=C(C=C12)O (1-dimethylaminomethyl-7-hydroxy-1,2,3,4-tetrahydroisoquinoline dihydrobromide). Procedure details: 1.0 g (4.55 mmoles) of 1-dimethylaminomethyl-7-methoxy-1,2,3,4-tetrahydroisoquinoline was heated two hours at 130° C. with 30 ml of 48% HBr. RXN SMILES: [CH3:1][N:2]([CH2:4][CH:5]1[C:14]2[C:9](=[CH:10][CH:11]=[C:12]([O:15]C)[CH:13]=2)[CH2:8][CH2:7][NH:6]1)[CH3:3].[BrH:17]>>[BrH:17].[BrH:17].[CH3:3][N:2]([CH2:4][CH:5]1[C:14]2[C:9](=[CH:10][CH:11]=[C:12]([OH:15])[CH:13]=2)[CH2:8][CH2:7][NH:6]1)[CH3:1] |f:2.3.4|. Starting materials: CN(C)CC1NCCC2=CC=C(C=C12)OC (1-dimethylaminomethyl-7-methoxy-1,2,3,4-tetrahydroisoquinoline), Br (HBr). Starting materials: FC1=C(C(=CC=C1)F)C1=CC=C2C(=N1)C(=CN2S(=O)(=O)C2=CC=C(C)C=C2)I (5-(2,6-difluorophenyl)-3-iodo-1-tosyl-1H-pyrrolo[3,2-b]pyridine), CC1(OB(OC1(C)C)C=1C=C(C=NC1)NC1CN(CCC1)C(=O)OC(C)(C)C)C (tert-butyl 3-(5-(4,4,5,5-tetramethyl-1,3,2-dioxaborolan-2-yl)pyridin-3-ylamino)piperidine-1-carboxylate), C(=O)([O-])[O-].[Na+].[Na+] (Na2CO3). Reagents/catalysts: C=1C=CC(=CC1)[P](C=2C=CC=CC2)(C=3C=CC=CC3)[Pd]([P](C=4C=CC=CC4)(C=5C=CC=CC5)C=6C=CC=CC6)([P](C=7C=CC=CC7)(C=8C=CC=CC8)C=9C=CC=CC9)[P](C=1C=CC=CC1)(C=1C=CC=CC1)C=1C=CC=CC1 (Pd(PPh3)4). Run in C1(=CC=CC=C1)C (toluene), CCO (EtOH). Conditions: temperature 100 celsius, time 15 hour. Yields the product FC1=C(C(=CC=C1)F)C1=CC=C2C(=N1)C(=CN2S(=O)(=O)C2=CC=C(C)C=C2)C=2C=C(C=NC2)NC2CN(CCC2)C(=O)OC(C)(C)C (tert-butyl 3-(5-(5-(2,6-difluorophenyl)-1-tosyl-1H-pyrrolo[3,2-b]pyridin-3-yl)pyridin-3-ylamino)piperidine-1-carboxylate). Yield: 35.0%. RXN SMILES: [F:1][C:2]1[CH:7]=[CH:6][CH:5]=[C:4]([F:8])[C:3]=1[C:9]1[N:14]=[C:13]2[C:15](I)=[CH:16][N:17]([S:18]([C:21]3[CH:27]=[CH:26][C:24]([CH3:25])=[CH:23][CH:22]=3)(=[O:20])=[O:19])[C:12]2=[CH:11][CH:10]=1.CC1(C)C(C)(C)OB([C:37]2[CH:38]=[C:39]([NH:43][CH:44]3[CH2:49][CH2:48][CH2:47][N:46]([C:50]([O:52][C:53]([CH3:56])([CH3:55])[CH3:54])=[O:51])[CH2:45]3)[CH:40]=[N:41][CH:42]=2)O1.C([O-])([O-])=O.[Na+].[Na+]>C1(C)C=CC=CC=1.CCO.C1C=CC([P]([Pd]([P](C2C=CC=CC=2)(C2C=CC=CC=2)C2C=CC=CC=2)([P](C2C=CC=CC=2)(C2C=CC=CC=2)C2C=CC=CC=2)[P](C2C=CC=CC=2)(C2C=CC=CC=2)C2C=CC=CC=2)(C2C=CC=CC=2)C2C=CC=CC=2)=CC=1>[F:1][C:2]1[CH:7]=[CH:6][CH:5]=[C:4]([F:8])[C:3]=1[C:9]1[N:14]=[C:13]2[C:15]([C:37]3[CH:38]=[C:39]([NH:43][CH:44]4[CH2:49][CH2:48][CH2:47][N:46]([C:50]([O:52][C:53]([CH3:56])([CH3:55])[CH3:54])=[O:51])[CH2:45]4)[CH:40]=[N:41][CH:42]=3)=[CH:16][N:17]([S:18]([C:21]3[CH:27]=[CH:26][C:24]([CH3:25])=[CH:23][CH:22]=3)(=[O:20])=[O:19])[C:12]2=[CH:11][CH:10]=1 |f:2.3.4,^1:77,79,98,117|. Procedure: A suspension of 5-(2,6-difluorophenyl)-3-iodo-1-tosyl-1H-pyrrolo[3,2-b]pyridine (73 mg, 0.143 mmol) and crude tert-butyl 3-(5-(4,4,5,5-tetramethyl-1,3,2-dioxaborolan-2-yl)pyridin-3-ylamino)piperidine-1-carboxylate (113 mg, 0.279 mmol) in toluene (1.000 mL) and EtOH (1 mL) was treated with Na2CO3, 2.0 M (0.143 mL, 0.286 mmol) and Pd(PPh3)4 (16.53 mg, 0.014 mmol, Strem). The reaction mixture was degassed, backfilled with argon and heated to 100° C. under N2. After 15 h, the reaction was cooled to ... Solvent: CO (methanol). RXN SMILES: [F:1][C:2]1[CH:3]=[C:4]([C:8]([C:10]2[C:15](F)=[CH:14][CH:13]=[CH:12][N:11]=2)=O)[CH:5]=[CH:6][CH:7]=1.O.[NH2:18][NH2:19].O>CO>[F:1][C:2]1[CH:3]=[C:4]([C:8]2[C:10]3=[N:11][CH:12]=[CH:13][CH:14]=[C:15]3[NH:19][N:18]=2)[CH:5]=[CH:6][CH:7]=1 |f:1.2|. Reactants: O.NN (hydrazine monohydrate), FC=1C=C(C=CC1)C(=O)C1=NC=CC=C1F ((3-fluorophenyl)-(3-fluoropyridin-2-yl)-methanone), O (water). Product: FC=1C=C(C=CC1)C1=NNC=2C1=NC=CC2 (3-(3-Fluorophenyl)-1H-pyrazolo[4,3-b]pyridine). Reported procedure: 1.5 g of (3-fluorophenyl)-(3-fluoropyridin-2-yl)-methanone was dissolved in 5 mL of methanol, added with 1.0 mL of hydrazine monohydrate, and heated at 80° C. for 4 hours. The reaction solution was added with water, and extracted with ethyl acetate. The organic layer was washed successively with water and saturated brine, and dried over anhydrous magnesium sulfate. The solvent was distilled off, and the residue was purified and separated by silica gel column chromatography (ethyl acetate:n-hexan... Run at temperature 80 celsius.